This data is from the Open Reaction Database (ORD), a public repository of structured organic reaction records. The task is: describe an organic reaction: reactants, conditions, products, and yield Starting materials: FC(F)(F)Oc1cccc(Br)c1, O=S(=O)(O)Cl, O. Product: O=S(=O)(Cl)c1ccc(OC(F)(F)F)cc1Br. As a reaction SMILES: [Br:6][c:7]1[cH:8][c:9]([O:13][C:14]([F:15])([F:16])[F:17])[cH:10][cH:11][cH:12]1.[Cl:1][S:2](=[O:3])(=[O:4])[OH:5].[OH2:18]>>[Cl:1][S:2](=[O:3])(=[O:5])[c:12]1[c:7]([Br:6])[cH:8][c:9]([O:13][C:14]([F:15])([F:16])[F:17])[cH:10][cH:11]1. Product: O=C1CCc2ncc3c(c21)CCO3. Reactants: CO, COC(=O)CCc1ncc2c(c1C(=O)OC)CCO2, Cl, [H-], [Na+], C1CCOC1. Reaction SMILES: [CH3:28][OH:29].[CH3:3][O:4][C:5]([CH2:6][CH2:7][c:8]1[c:9]([C:17]([O:19][CH3:20])=[O:21])[c:10]2[c:11]([cH:12][n:13]1)[O:14][CH2:15][CH2:16]2)=[O:18].[ClH:22].[H-:1].[Na+:2].[O:23]1[CH2:24][CH2:25][CH2:26][CH2:27]1>>[CH2:6]1[CH2:7][c:8]2[c:9]([c:10]3[c:11]([cH:12][n:13]2)[O:14][CH2:15][CH2:16]3)[C:17]1=[O:19]. The reactants are ClC1=NC=NC(=C1C(O)C=1C=NN(C1C1=CC=C(C=C1)C)C)Cl ((4,6-dichloropyrimidin-5-yl)[1-methyl-5-(4-methylphenyl)-1H-pyrazol-4-yl]methanol), CC(=O)OI1(C=2C=CC=CC2C(=O)O1)(OC(=O)C)OC(=O)C (Dess-Martin periodinane). Solvent: C(Cl)(Cl)Cl (chloroform). Reaction conditions: time 2 hour. The product is ClC1=NC=NC(=C1C(=O)C=1C=NN(C1C1=CC=C(C=C1)C)C)Cl ((4,6-dichloropyrimidin-5-yl)[1-methyl-5-(4-methylphenyl)-1H-pyrazol-4-yl]methanone). RXN SMILES: [Cl:1][C:2]1[C:7]([CH:8]([C:10]2[CH:11]=[N:12][N:13]([CH3:22])[C:14]=2[C:15]2[CH:20]=[CH:19][C:18]([CH3:21])=[CH:17][CH:16]=2)[OH:9])=[C:6]([Cl:23])[N:5]=[CH:4][N:3]=1.CC(OI1(OC(C)=O)(OC(C)=O)OC(=O)C2C=CC=CC1=2)=O>C(Cl)(Cl)Cl>[Cl:23][C:6]1[C:7]([C:8]([C:10]2[CH:11]=[N:12][N:13]([CH3:22])[C:14]=2[C:15]2[CH:20]=[CH:19][C:18]([CH3:21])=[CH:17][CH:16]=2)=[O:9])=[C:2]([Cl:1])[N:3]=[CH:4][N:5]=1. Reported procedure: To a mixture of (4,6-dichloropyrimidin-5-yl)[1-methyl-5-(4-methylphenyl)-1H-pyrazol-4-yl]methanol (C4) (60 g, 170 mmol) and chloroform (1.8 L) was added Dess-Martin periodinane (110 g, 258 mmol) in portions at room temperature. After the addition was complete, the reaction mixture was stirred at room temperature for 2 hours, and then concentrated in vacuo. The residue was taken up in ethyl acetate and washed with aqueous sodium hydroxide solution (0.5 N, 2×800 mL), then with saturated aqueous so... Reactants: C[Si](CCOCCl)(C)C (2-(trimethylsilyl)ethoxymethyl chloride), N1C(NC(C2=CC=CC=C12)=O)=O (quinazoline-2,4-dione), N1C(NC(C=C1)=O)=O (pyrimidine-2,4-dione). Yields the product C(C1=CC=CC=C1)OCCl (benzyloxymethyl chloride), title compound. The yield is 87.0%. RXN SMILES: N1[C:10]2[C:5](=[CH:6][CH:7]=[CH:8][CH:9]=2)[C:4](=[O:11])NC1=O.N1C=CC(=O)NC1=O.C[Si](C)(C)CCO[CH2:26][Cl:27]>>[CH2:4]([O:11][CH2:26][Cl:27])[C:5]1[CH:6]=[CH:7][CH:8]=[CH:9][CH:10]=1. Reported procedure: In a similar manner to the procedures described in Reference Example 3, reactions were carried out using quinazoline-2,4-dione, instead of pyrimidine-2,4-dione, and using 2-(trimethylsilyl)ethoxymethyl chloride, instead of benzyloxymethyl chloride, to give the title compound (yield 87%) as a white powder. Starting materials: C1=CC=CC=2CN(CC3=C(C21)C=CC=C3)C(OCC)=N (ethyl 5,7-dihydro-6H-dibenz[c,e]azepine-6-carboximidate), O(C1=CC=CC=C1)C1=CC=C(C(=O)Cl)C=C1 (p-phenoxybenzoyl chloride). The product is O(C1=CC=CC=C1)C1=CC=C(C(=O)N=C(OCC)N2CC3=C(C4=C(C2)C=CC=C4)C=CC=C3)C=C1 (ethyl N-(p-phenoxybenzoyl)-5,7-dihydro-6H-dibenz[c,e]azepine-6-carboximidate). As a reaction SMILES: [CH:1]1[C:11]2[C:10]3[CH:12]=[CH:13][CH:14]=[CH:15][C:9]=3[CH2:8][N:7]([C:16](=[NH:20])[O:17][CH2:18][CH3:19])[CH2:6][C:5]=2[CH:4]=[CH:3][CH:2]=1.[O:21]([C:28]1[CH:36]=[CH:35][C:31]([C:32](Cl)=[O:33])=[CH:30][CH:29]=1)[C:22]1[CH:27]=[CH:26][CH:25]=[CH:24][CH:23]=1>>[O:21]([C:28]1[CH:29]=[CH:30][C:31]([C:32]([N:20]=[C:16]([N:7]2[CH2:6][C:5]3[CH:4]=[CH:3][CH:2]=[CH:1][C:11]=3[C:10]3[CH:12]=[CH:13][CH:14]=[CH:15][C:9]=3[CH2:8]2)[O:17][CH2:18][CH3:19])=[O:33])=[CH:35][CH:36]=1)[C:22]1[CH:23]=[CH:24][CH:25]=[CH:26][CH:27]=1. Procedure details: starting from ethyl 5,7-dihydro-6H-dibenz[c,e]azepine-6-carboximidate and p-phenoxybenzoyl chloride, there is obtained ethyl N-(p-phenoxybenzoyl)-5,7-dihydro-6H-dibenz[c,e]azepine-6-carboximidate as a foam, mass spectrum m/e: M+ 462 (8), 433 (5), 197 (30), 194 (100); Reactants: C(C)OC(=O)C1(C(NC2=CC(=C(C=C12)C(CCC)=O)C)=O)O (5-butyryl-3-hydroxy-6-methyloxindole-3-carboxylic acid ethyl ester), [OH-].[Na+] (sodium hydroxide). Solvent: CO (methanol). Run at time 90 minute. Product: C(CCC)(=O)C1=C(C=C(C(C(=O)O)=C1)N)C (5-Butyryl-4-methylanthranilic acid). RXN SMILES: C(OC([C:6]1([OH:22])[C:14]2[C:9](=[CH:10][C:11]([CH3:20])=[C:12]([C:15](=[O:19])[CH2:16][CH2:17][CH3:18])[CH:13]=2)[NH:8]C1=O)=O)C.[OH-:23].[Na+]>CO>[C:15]([C:12]1[CH:13]=[C:14]([C:6]([OH:22])=[O:23])[C:9]([NH2:8])=[CH:10][C:11]=1[CH3:20])(=[O:19])[CH2:16][CH2:17][CH3:18] |f:1.2|. Procedure details: 13.0 g of 5-butyryl-3-hydroxy-6-methyloxindole-3-carboxylic acid ethyl ester are suspended in 200 ml of methanol and 85 ml of 2N sodium hydroxide solution are added. The mixture is stirred at room temperature for 90 minutes, the methanol is removed under reduced pressure, the mixture is acidified to pH 3-4 with 2N hydrochloric acid, filtered with suction, then the residue is washed with water, dissolved in ethyl acetate, dried over magnesium sulphate, concentrated to dryness by evaporation under...